describe an organic reaction: reactants, conditions, products, and yield From a dataset of the Open Reaction Database (ORD), a public repository of structured organic reaction records. Reactants: solution, [H-].C(C(C)C)[Al+]CC(C)C (diisobutylaluminum hydride), hexanes, C(C)OC(CC1CC2=C(C3=C(N=CN=C3NC3=CC(=C(C=C3)OCC3=CC(=CC=C3)F)Cl)S2)CC1)=O ({4-[3-Chloro-4-(3-fluoro-benzyloxy)-phenylamino]-5,6,7,8-tetrahydro-benzo[4,5]thieno[2,3-d]pyrimidin-7-yl}-acetic acid ethyl ester). Solvent: C1CCOC1 (THF). Conditions: time 3 hour. The product is ClC=1C=C(C=CC1OCC1=CC(=CC=C1)F)NC=1C2=C(N=CN1)SC1=C2CCC(C1)CCO (2-{4-[3-Chloro-4-(3-fluoro-benzyloxy)-phenylamino]-5,6,7,8-tetrahydro-benzo[4,5]thieno[2,3-d]pyrimidin-7-yl}-ethanol). As a reaction SMILES: C([O:3][C:4](=O)[CH2:5][CH:6]1[CH2:35][CH2:34][C:9]2[C:10]3[C:15]([NH:16][C:17]4[CH:22]=[CH:21][C:20]([O:23][CH2:24][C:25]5[CH:30]=[CH:29][CH:28]=[C:27]([F:31])[CH:26]=5)=[C:19]([Cl:32])[CH:18]=4)=[N:14][CH:13]=[N:12][C:11]=3[S:33][C:8]=2[CH2:7]1)C.[H-].C([Al+]CC(C)C)C(C)C>C1COCC1>[Cl:32][C:19]1[CH:18]=[C:17]([NH:16][C:15]2[C:10]3[C:9]4[CH2:34][CH2:35][CH:6]([CH2:5][CH2:4][OH:3])[CH2:7][C:8]=4[S:33][C:11]=3[N:12]=[CH:13][N:14]=2)[CH:22]=[CH:21][C:20]=1[O:23][CH2:24][C:25]1[CH:30]=[CH:29][CH:28]=[C:27]([F:31])[CH:26]=1 |f:1.2|. Procedure details: To a solution of THF (40 mL) was added 7 g (13.3 mmol, 1 equiv) of {4-[3-Chloro-4-(3-fluoro-benzyloxy)-phenylamino]-5,6,7,8-tetrahydro-benzo[4,5]thieno[2,3-d]pyrimidin-7-yl}-acetic acid ethyl ester. A 1M solution of diisobutylaluminum hydride in hexanes (53 mL, 53 mmol, 4 equiv) was added to the solution and the reaction was stirred at rt for 3 h. The reaction mixture was quenched with Rochelle's salt followed by EtOAc. The solution was separated and the aqueous layer discarded and the organic l... The reactants are NC1=NC(=C(C(=N1)C=1OC=CC1)C#N)S(=O)C (2-amino-4-furan-2-yl-6-methanesulfinyl-pyrimidine-5-carbonitrile), CC=1C=C(CN)C=CC1C (3,4-dimethylbenzylamine). The solvent is COCCOC (DME). Product: NC1=NC(=C(C(=N1)NCC1=CC(=C(C=C1)C)C)C#N)C=1OC=CC1 (2-Amino-4-(3,4-dimethyl-benzylamino)-6-furan-2-yl-pyrimidine-5-carbonitrile). RXN SMILES: [NH2:1][C:2]1[N:7]=[C:6]([C:8]2[O:9][CH:10]=[CH:11][CH:12]=2)[C:5]([C:13]#[N:14])=[C:4](S(C)=O)[N:3]=1.[CH3:18][C:19]1[CH:20]=[C:21]([CH:24]=[CH:25][C:26]=1[CH3:27])[CH2:22][NH2:23]>COCCOC>[NH2:1][C:2]1[N:3]=[C:4]([NH:23][CH2:22][C:21]2[CH:24]=[CH:25][C:26]([CH3:27])=[C:19]([CH3:18])[CH:20]=2)[C:5]([C:13]#[N:14])=[C:6]([C:8]2[O:9][CH:10]=[CH:11][CH:12]=2)[N:7]=1. Reported procedure: From 2-amino-4-furan-2-yl-6-methanesulfinyl-pyrimidine-5-carbonitrile and 3,4-dimethylbenzylamine in DME. ES-MS m/e (%): 320 (M+H+, 100).